Dataset: the Open Reaction Database (ORD), a public repository of structured organic reaction records. Task: describe an organic reaction: reactants, conditions, products, and yield Reactants: C(C)(=O)C=1C=C(C(=C(C1C1=CC(=CC=C1)F)C#N)CC#N)Cl (6-acetyl-4-chloro-3-(cyanomethyl)-3′-fluorobiphenyl-2-carbonitrile), C(C)(=O)[O-].[NH4+] (ammonium acetate), C(#N)[BH3-].[Na+] (sodium cyanoborohydride). Solvent: CO (methanol), C(C)#N (acetonitrile). Reaction conditions: temperature 65 celsius. The product is NC(C)C=1C=C(C(=C(C1C1=CC(=CC=C1)F)C#N)CC#N)Cl (6-(1-Aminoethyl)-4-chloro-3-(cyanomethyl)-3′-fluorobiphenyl-2-carbonitrile). As a reaction SMILES: [C:1]([C:4]1[CH:5]=[C:6]([Cl:22])[C:7]([CH2:19][C:20]#[N:21])=[C:8]([C:17]#[N:18])[C:9]=1[C:10]1[CH:15]=[CH:14][CH:13]=[C:12]([F:16])[CH:11]=1)(=O)[CH3:2].C([O-])(=O)C.[NH4+].C([BH3-])#[N:29].[Na+]>CO.C(#N)C>[NH2:29][CH:1]([C:4]1[CH:5]=[C:6]([Cl:22])[C:7]([CH2:19][C:20]#[N:21])=[C:8]([C:17]#[N:18])[C:9]=1[C:10]1[CH:15]=[CH:14][CH:13]=[C:12]([F:16])[CH:11]=1)[CH3:2] |f:1.2,3.4|. Procedure details: A mixture of 6-acetyl-4-chloro-3-(cyanomethyl)-3′-fluorobiphenyl-2-carbonitrile (0.020 g, 0.064 mmol) and ammonium acetate (49 mg, 0.64 mmol) in methanol (0.4 mL) and acetonitrile (0.4 mL) was heated at 65° C. in a sealed tube for 30 min. The mixture was cooled to room temperature and sodium cyanoborohydride (8 mg, 0.13 mmol) was added. The reaction was heated at 65° C. for another 4 hours, cooled to room temperature, quenched with saturated sodium bicarbonate and extracted with dichloromethane.... The product is N[C@@H]1[C@@H](CS(CC1)(=O)=O)NC=1C=C(C(=NC1)C#N)NC1=NC(=CC(=C1)OC)C (rel-5-{[(3S,4S)-4-amino-1,1-dioxidotetrahydro-2H-thiopyran-3-yl]amino}-3-[(4-methoxy-6-methylpyridin-2-yl)amino]pyridine-2-carbonitrile). Procedure: To a solution of tert-butyl rel-[(3S,4S)-3-({6-cyano-5-[(4-methoxy-6-methylpyridin-2-yl)amino]pyridin-3-yl}amino)-1,1-dioxidotetrahydro-2H-thiopyran-4-yl]carbamate (56 mg, 0.11 mmol) in DCM (2 mL) was added TFA (1 mL). After 30 minutes, the reaction mixture was concentrated under reduced pressure to afford rel-5-{[(3S,4S)-4-amino-1,1-dioxidotetrahydro-2H-thiopyran-3-yl]amino}-3-[(4-methoxy-6-methylpyridin-2-yl)amino]pyridine-2-carbonitrile, which was used directly in the next step without purifi... Starting materials: C(#N)C1=C(C=C(C=N1)N[C@@H]1CS(CC[C@@H]1NC(OC(C)(C)C)=O)(=O)=O)NC1=NC(=CC(=C1)OC)C (tert-butyl rel-[(3S,4S)-3-({6-cyano-5-[(4-methoxy-6-methylpyridin-2-yl)amino]pyridin-3-yl}amino)-1,1-dioxidotetrahydro-2H-thiopyran-4-yl]carbamate), C(=O)(C(F)(F)F)O (TFA). Run at time 30 minute. RXN SMILES: [C:1]([C:3]1[N:8]=[CH:7][C:6]([NH:9][C@H:10]2[C@@H:15]([NH:16]C(=O)OC(C)(C)C)[CH2:14][CH2:13][S:12](=[O:25])(=[O:24])[CH2:11]2)=[CH:5][C:4]=1[NH:26][C:27]1[CH:32]=[C:31]([O:33][CH3:34])[CH:30]=[C:29]([CH3:35])[N:28]=1)#[N:2].C(O)(C(F)(F)F)=O>C(Cl)Cl>[NH2:16][C@H:15]1[CH2:14][CH2:13][S:12](=[O:25])(=[O:24])[CH2:11][C@H:10]1[NH:9][C:6]1[CH:5]=[C:4]([NH:26][C:27]2[CH:32]=[C:31]([O:33][CH3:34])[CH:30]=[C:29]([CH3:35])[N:28]=2)[C:3]([C:1]#[N:2])=[N:8][CH:7]=1. The solvent is C(Cl)Cl (DCM). Starting materials: O=C(O)CCCC(=O)c1ccccc1, O=C([O-])O, ClCCl, COc1cc(C=CC(=O)NN)ccc1-n1cnc(C)c1, [Na+]. The product is COc1cc(C=CC(=O)NNC(=O)CCCC(=O)c2ccccc2)ccc1-n1cnc(C)c1. RXN SMILES: [C:21]([c:22]1[cH:23][cH:24][cH:25][cH:26][cH:27]1)(=[O:28])[CH2:29][CH2:30][CH2:31][C:32](=[O:33])[OH:34].[C:35](=[O:36])([OH:37])[O-:38].[CH2:40]([Cl:41])[Cl:42].[CH3:1][O:2][c:3]1[cH:4][c:5]([CH:15]=[CH:16][C:17](=[O:18])[NH:19][NH2:20])[cH:6][cH:7][c:8]1-[n:9]1[cH:10][n:11][c:12]([CH3:14])[cH:13]1.[Na+:39]>>[CH3:1][O:2][c:3]1[cH:4][c:5]([CH:15]=[CH:16][C:17](=[O:18])[NH:19][NH:20][C:32]([CH2:31][CH2:30][CH2:29][C:21]([c:22]2[cH:23][cH:24][cH:25][cH:26][cH:27]2)=[O:28])=[O:33])[cH:6][cH:7][c:8]1-[n:9]1[cH:10][n:11][c:12]([CH3:14])[cH:13]1.